This data is from the Open Reaction Database (ORD), a public repository of structured organic reaction records. The task is: describe an organic reaction: reactants, conditions, products, and yield Reactants: NC1=CC=C(C(=C1O)F)F (6-Amino-2,3-diflourophenol), ClCC(=O)Cl (2-chloroacetyl chloride), C(=O)([O-])[O-].[K+].[K+] (K2CO3). Product: FC1=C(C2=C(NC(CO2)=O)C=C1)F (7,8-Difluoro-4H-benzo[1,4]oxazin-3-one). As a reaction SMILES: [NH2:1][C:2]1[C:7]([OH:8])=[C:6]([F:9])[C:5]([F:10])=[CH:4][CH:3]=1.Cl[CH2:12][C:13](Cl)=[O:14].C([O-])([O-])=O.[K+].[K+]>>[F:10][C:5]1[CH:4]=[CH:3][C:2]2[NH:1][C:13](=[O:14])[CH2:12][O:8][C:7]=2[C:6]=1[F:9] |f:2.3.4|. Reported procedure: 6-Amino-2,3-diflourophenol (81KK30a) (0.113 g, 0.78 mmol), 2-chloroacetyl chloride (0.10 g, 0.89 mmol) and K2CO3 (0.226 g, 1.6 mmol) were mixed according to GP1 to give the title compound as a crude (81MF2082A) (0.12 g) Reactants: C(=O)(OC(C)(C)C)N1CCC(CC1)=O (N-Boc-4-piperidone), DMF-dimethylacetal. The solvent is O1CCOCC1 (1,4-dioxane). The product is C(C)(C)(C)OC(=O)N1CC(C(CC1)=O)=CN(C)C (t-Butyl-3-[(dimethylamino)methylidene]-4-oxopiperidine-1-carboxylate). RXN SMILES: [C:1]([N:8]1[CH2:13][CH2:12][C:11](=[O:14])[CH2:10][CH2:9]1)([O:3][C:4]([CH3:7])([CH3:6])[CH3:5])=[O:2]>O1CCOCC1>[C:4]([O:3][C:1]([N:8]1[CH2:13][CH2:12][C:11](=[O:14])[C:10](=[CH:1][N:8]([CH3:13])[CH3:9])[CH2:9]1)=[O:2])([CH3:7])([CH3:6])[CH3:5]. Reported procedure: A solution of N-Boc-4-piperidone (10 g, 50.19 mmol) and DMF-dimethylacetal (20.16 ml, 150.57 mmol) in 1,4-dioxane (100 ml) was heated at reflux for 20 hours. The reaction mixture was concentrated and the residue was eluted through a flash column (silica gel 60, 230-400 mesh, 7% MeOH in EtOAc) to give the title compound as an orange oil which crystallized on standing (10.51 g, 82%). The reactants are O1CCC(=CC1)C1=C(C=CC(=C1)O)C1=C(C=CC(=C1)OC)F (2-(3,6-dihydro-2H-pyran-4-yl)-2′-fluoro-5′-methoxybiphenyl-4-ol). Reagents/catalysts: [C].[Pd] (palladium-carbon). Run in CO (methanol). Conditions: time 1 hour. Yields the product FC1=C(C=C(C=C1)OC)C1=C(C=C(C=C1)O)C1CCOCC1 (2′-fluoro-5′-methoxy-2-(tetrahydro-2H-pyran-4-yl)biphenyl-4-ol). As a reaction SMILES: [O:1]1[CH2:6][CH:5]=[C:4]([C:7]2[CH:12]=[C:11]([OH:13])[CH:10]=[CH:9][C:8]=2[C:14]2[CH:19]=[C:18]([O:20][CH3:21])[CH:17]=[CH:16][C:15]=2[F:22])[CH2:3][CH2:2]1>CO.[C].[Pd]>[F:22][C:15]1[CH:16]=[CH:17][C:18]([O:20][CH3:21])=[CH:19][C:14]=1[C:8]1[CH:9]=[CH:10][C:11]([OH:13])=[CH:12][C:7]=1[CH:4]1[CH2:3][CH2:2][O:1][CH2:6][CH2:5]1 |f:2.3|. Procedure: To a solution of 2-(3,6-dihydro-2H-pyran-4-yl)-2′-fluoro-5′-methoxybiphenyl-4-ol (138 mg) in methanol (3.0 mL) was added 10% palladium-carbon (55 mg), and the mixture was stirred under a hydrogen atmosphere at room temperature for 1 hr. The mixture was filtered through celite, and the filtrate was concentrated under reduced pressure. The residue was directly used for the next step.